Dataset: the Open Reaction Database (ORD), a public repository of structured organic reaction records. Task: describe an organic reaction: reactants, conditions, products, and yield The reactants are Cl, CC12CCC3C(CC(=O)C4CC(SCCCNC(=O)C(F)(F)F)CCC43C)C1CCC2=O, NO. Product: CC12CCC3C(CC(=NO)C4CC(SCCCNC(=O)C(F)(F)F)CCC43C)C1CCC2=O. RXN SMILES: [ClH:33].[F:1][C:2]([C:3](=[O:4])[NH:5][CH2:6][CH2:7][CH2:8][S:9][CH:10]1[CH2:11][CH:12]2[C:13](=[O:30])[CH2:14][CH:15]3[CH:16]4[CH2:17][CH2:18][C:19](=[O:29])[C:20]4([CH3:21])[CH2:22][CH2:23][CH:24]3[C:25]2([CH3:28])[CH2:26][CH2:27]1)([F:31])[F:32].[NH2:34][OH:35]>>[F:1][C:2]([C:3](=[O:4])[NH:5][CH2:6][CH2:7][CH2:8][S:9][CH:10]1[CH2:11][CH:12]2[C:13](=[N:34][OH:35])[CH2:14][CH:15]3[CH:16]4[CH2:17][CH2:18][C:19](=[O:29])[C:20]4([CH3:21])[CH2:22][CH2:23][CH:24]3[C:25]2([CH3:28])[CH2:26][CH2:27]1)([F:31])[F:32]. Reactants: Oc1cccc(F)c1F, CI, [K+], [K+], O=C([O-])[O-], CN(C)C=O. Yields the product COc1cccc(F)c1F. RXN SMILES: [F:1][c:2]1[c:3]([OH:9])[cH:4][cH:5][cH:6][c:7]1[F:8].[I:16][CH3:17].[K+:10].[K+:11].[O-:12][C:13]([O-:14])=[O:15].[O:18]=[CH:19][N:20]([CH3:21])[CH3:22]>>[F:1][c:2]1[c:3]([O:9][CH3:13])[cH:4][cH:5][cH:6][c:7]1[F:8]. Starting materials: C(C)(C)(C)OC(=O)N1C(=CC2=CC(=CC=C12)C=1N=NC(=CC1)O[C@H]1CN2CCC1CC2)Cl (5-{6-[(3R)-1-Aza-bicyclo[2.2.2]oct-3-yloxy]-pyridazin-3-yl}-2-chloro-indole-1-carboxylic acid tert-butyl ester), Cl (HCl). The solvent is CC(C)O (iPrOH). The product is Cl.ClC=1NC2=CC=C(C=C2C1)C1=CC=C(N=N1)O[C@H]1CN2CCC1CC2 ((3R)-3-[6-(2-Chloro-1H-indol-5-yl)-pyridazin-3-yloxy]-1-aza-bicyclo[2.2.2]octane hydrochloride). Reaction SMILES: C(OC([N:8]1[C:16]2[C:11](=[CH:12][C:13]([C:17]3[N:18]=[N:19][C:20]([O:23][C@@H:24]4[CH:29]5[CH2:30][CH2:31][N:26]([CH2:27][CH2:28]5)[CH2:25]4)=[CH:21][CH:22]=3)=[CH:14][CH:15]=2)[CH:10]=[C:9]1[Cl:32])=O)(C)(C)C.Cl>CC(O)C>[ClH:32].[Cl:32][C:9]1[NH:8][C:16]2[C:11]([CH:10]=1)=[CH:12][C:13]([C:17]1[N:18]=[N:19][C:20]([O:23][C@@H:24]3[CH:29]4[CH2:30][CH2:31][N:26]([CH2:27][CH2:28]4)[CH2:25]3)=[CH:21][CH:22]=1)=[CH:14][CH:15]=2 |f:3.4|. Procedure: The product of Example 47B (110 mg, 0.24 mmol) was treated with HCl (Aldrich, 4 M in dioxane, 0.5 mL) in iPrOH at ambient temperature overnight. The title product was obtained as a yellow solid (50 mg, yield, 53%). 1H NMR (300 MHz, CD3OD) δ ppm 1.93-2.31 (m, 3H), 2.33-2.55 (m, 1H), 2.65-2.81 (m, 1H), 3.33-3.59 (m, 5H), 3.59-3.75 (m, 1H), 5.38-5.77 (m, 1H), 6.68 (d, J=4.07 Hz, 1H), 7.43-7.45 (m, 1H), 7.65 (d, J=8.80 Hz, 1H), 7.71-7.78 (dd, J=8.40, 2.10 Hz, 1H), 8.28 (d, J=1.36 Hz, 1H), 8.86 (s, 1... Starting materials: C1(C(OB(O1)B1OC(C(O1)(C)C)(C)C)(C)C)(C)C, c1(c(ncc(n1)Br)N)O[C@@H](c1c(ccc(c1Cl)F)C(=O)N(C)Cc1c(c(nn1CCO[Si](C(C)(C)C)(C)C)C)Br)C. Reagents/catalysts: c1ccc(cc1)-c2c3ccccc3cc4ccccc24 (9-Phenylanthracene), C(=O)([O-])[O-].[K+].[K+]   (K2CO3), P(C1CCCC1)(c1ccccc1)c1ccccc1.P(C1CCCC1)(c1ccccc1)c1ccccc1.C(Cl)Cl.[Pd](Cl)Cl.[Fe] (Pd(dppf)2Cl2). The solvent is C1CCOC1 (THF). Conditions: temperature 100 celsius, time 18 hour. The product is CC1Oc2nc(cnc2N)c3c(C)nn(CCO[Si](C)(C)C(C)(C)C)c3CN(C)C(=O)c4ccc(F)c(Cl)c14. As a reaction SMILES: [CH3:1][CH:2]([c:11]1[c:18]([C:19]([N:21]([CH2:23][c:24]2[n:29]([CH2:30][CH2:31][O:32][Si:33]([C:36]([CH3:39])([CH3:38])[CH3:37])([CH3:35])[CH3:34])[n:28][c:26]([CH3:27])[c:25]2Br)[CH3:22])=[O:20])[cH:17][cH:16][c:14]([F:15])[c:12]1[Cl:13])[O:3][c:4]3[c:9]([NH2:10])[n:8][cH:7][c:6](Br)[n:5]3.CC1(C(C)(C)OB(B2OC(C)(C)C(C)(C)O2)O1)C>>[CH3:1][CH:2]1[c:11]([c:18]2[C:19](=[O:20])[N:21]([CH3:22])[CH2:23][c:24]([c:25]3[c:6]4[n:5][c:4]([c:9]([NH2:10])[n:8][cH:7]4)[O:3]1)[n:29]([CH2:30][CH2:31][O:32][Si:33]([C:36]([CH3:39])([CH3:38])[CH3:37])([CH3:35])[CH3:34])[n:28][c:26]3[CH3:27])[c:12]([Cl:13])[c:14]([F:15])[cH:16][cH:17]2.